This data is from the Open Reaction Database (ORD), a public repository of structured organic reaction records. The task is: describe an organic reaction: reactants, conditions, products, and yield Starting materials: ClC1=CC=2CCCC2C=2OC(CC21)CN ((±)-1-(4-chloro-3,6,7,8-tetrahydro-2H-indeno[4,5-b]furan-2-yl)methanamine), CC1=CC=C(C=C1)S(=O)(=O)OC (methyl 4-methylbenzenesulfonate), C(C)(C)N(CC)C(C)C (diisopropylethylamine), ClC(=O)OC (methyl chloroformate). Yields the product ClC1=CC=2CCCC2C=2OC(CC21)CNC(OC)=O ((±)-methyl (4-chloro-3,6,7,8-tetrahydro-2H-indeno[4,5-b]furan-2-yl)methylcarbamate). Yield: 92.6%. RXN SMILES: [Cl:1][C:2]1[C:13]2[CH2:12][CH:11]([CH2:14][NH2:15])[O:10][C:9]=2[C:8]2[CH2:7][CH2:6][CH2:5][C:4]=2[CH:3]=1.C(N(C(C)C)CC)(C)C.Cl[C:26]([O:28][CH3:29])=[O:27].CC1C=CC(S(OC)(=O)=O)=CC=1>>[Cl:1][C:2]1[C:13]2[CH2:12][CH:11]([CH2:14][NH:15][C:26](=[O:27])[O:28][CH3:29])[O:10][C:9]=2[C:8]2[CH2:7][CH2:6][CH2:5][C:4]=2[CH:3]=1. Procedure: Treatment of (±)-1-(4-chloro-3,6,7,8-tetrahydro-2H-indeno[4,5-b]furan-2-yl)methanamine hydrochloric salt (0.60 g, 2.3 mmol) with diisopropylethylamine (0.89 g, 6.9 mmol) and methyl chloroformate (0.44 g, 4.6 mmol) generally according to the procedure described for Intermediate 7 provided 0.6 g of (±)-methyl (4-chloro-3,6,7,8-tetrahydro-2H-indeno[4,5-b]furan-2-yl)methylcarbamate as white solid. mp 139-141° C.; Anal. calcd. for C14H16ClNO3: C, 59.68; H, 5.72; N, 4.97. Found: C, 58.99; H, 5.72; N, ... Starting materials: C(C)(C)(C)OC(NC1(CCC1)C1=CC=C(C=C1)C1=C(OC2=CC=C(C=C2C1=O)F)C1=CC=CC=C1)=O ({1-[4-(6-fluoro-4-oxo-2-phenyl-4H-chromen-3-yl)-phenyl]-cyclobutyl}-carbamic acid tert-butyl ester), BrC=1C=C2C(C(=C(OC2=CC1OC)C1=CC=CC=C1)I)=O (6-bromo-3-iodo-7-methoxy-2-phenyl-chromen-4-one). Product: C(C)(C)(C)OC(NC1(CCC1)C1=CC=C(C=C1)C1=C(OC2=CC(=C(C=C2C1=O)Br)OC)C1=CC=CC=C1)=O ({1-[4-(6-Bromo-7-methoxy-4-oxo-2-phenyl-4H-chromen-3-yl)-phenyl]-cyclobutyl}-carbamic acid tert-butyl ester). The yield is 75.0%. Reaction SMILES: [C:1]([O:5][C:6](=[O:36])[NH:7][C:8]1([C:12]2[CH:17]=[CH:16][C:15](C3C(=O)C4C(=CC=C(F)C=4)OC=3C3C=CC=CC=3)=[CH:14][CH:13]=2)[CH2:11][CH2:10][CH2:9]1)([CH3:4])([CH3:3])[CH3:2].[Br:37][C:38]1[CH:39]=[C:40]2[C:45](=[CH:46][C:47]=1[O:48][CH3:49])[O:44][C:43]([C:50]1[CH:55]=[CH:54][CH:53]=[CH:52][CH:51]=1)=[C:42](I)[C:41]2=[O:57]>>[C:1]([O:5][C:6](=[O:36])[NH:7][C:8]1([C:12]2[CH:13]=[CH:14][C:15]([C:42]3[C:41](=[O:57])[C:40]4[C:45](=[CH:46][C:47]([O:48][CH3:49])=[C:38]([Br:37])[CH:39]=4)[O:44][C:43]=3[C:50]3[CH:55]=[CH:54][CH:53]=[CH:52][CH:51]=3)=[CH:16][CH:17]=2)[CH2:9][CH2:10][CH2:11]1)([CH3:4])([CH3:2])[CH3:3]. Procedure details: Following the procedure used to prepare {1-[4-(6-fluoro-4-oxo-2-phenyl-4H-chromen-3-yl)-phenyl]-cyclobutyl}-carbamic acid tert-butyl ester, 6-bromo-3-iodo-7-methoxy-2-phenyl-chromen-4-one was reacted to give the title compound as a pale yellow foam (434 mg, 75%). LCMS (Method B): RT=5.04 min, [M+Na]+=598/600.